Dataset: the Open Reaction Database (ORD), a public repository of structured organic reaction records. Task: describe an organic reaction: reactants, conditions, products, and yield Run at temperature 0 celsius, time 1 hour. Procedure: 2.73 g (10.82 mmol) 1,4-dihydro-5-hydroxy-4-oxo-N-(tetrahydro-2-oxo-1(2H)-pyrimidinyl)-2-pyridinecarboxamide and 8.63 g (43.29 mmol) N-methyl-N-trimethylsilyltrifluoroacetamide were dissolved in ethyl acetate and stirred for 1 hour (solution A). To a suspension of 2.38 g (10.82 mmol) (S)-(2-oxo-3-azetidinyl)carbamic acid, phenylmethyl ester in 80 ml ethyl acetate was added 1.53 g (10.82 mmol) chlorosulfonyl isocyanate. After stirring for 1 hour, the solution was cooled to 0° C. and 9 ml dichloro... As a reaction SMILES: [OH:1][C:2]1[C:3](=[O:18])[CH:4]=[C:5]([C:8]([NH:10][N:11]2[CH2:16][CH2:15][CH2:14][NH:13][C:12]2=[O:17])=[O:9])[NH:6][CH:7]=1.CN([Si](C)(C)C)C(=O)C(F)(F)F.N1CCCNC1=O.[O:38]=[C:39]1[C@@H:42]([NH:43][C:44](=[O:53])[O:45][CH2:46][C:47]2[CH:52]=[CH:51][CH:50]=[CH:49][CH:48]=2)[CH2:41][NH:40]1.Cl[S:55]([N:58]=[C:59]=[O:60])(=[O:57])=[O:56].Cl>C(OCC)(=O)C.ClCCl>[OH:1][C:2]1[C:3](=[O:18])[CH:4]=[C:5]([C:8]([NH:10][N:11]2[CH2:16][CH2:15][CH2:14][N:13]([S:55]([NH:58][C:59]([N:40]3[CH2:41][C@H:42]([NH:43][C:44](=[O:53])[O:45][CH2:46][C:47]4[CH:48]=[CH:49][CH:50]=[CH:51][CH:52]=4)[C:39]3=[O:38])=[O:60])(=[O:57])=[O:56])[C:12]2=[O:17])=[O:9])[NH:6][CH:7]=1. The reactants are O=C1NC[C@@H]1NC(OCC1=CC=CC=C1)=O ((S)-(2-oxo-3-azetidinyl)carbamic acid, phenylmethyl ester), Cl (hydrochloric acid), OC=1C(C=C(NC1)C(=O)NN1C(NCCC1)=O)=O (1,4-dihydro-5-hydroxy-4-oxo-N-(tetrahydro-2-oxo-1(2H)-pyrimidinyl)-2-pyridinecarboxamide), CN(C(C(F)(F)F)=O)[Si](C)(C)C (N-methyl-N-trimethylsilyltrifluoroacetamide), ice water, ClS(=O)(=O)N=C=O (chlorosulfonyl isocyanate), N1C(NCCC1)=O (Tetrahydro-2(1H)-pyrimidinone), N1C(NCCC1)=O (Tetrahydro-2(1H)-pyrimidinone). Run in C(C)(=O)OCC (ethyl acetate), C(C)(=O)OCC (ethyl acetate), ClCCl (dichloromethane). Product: OC=1C(C=C(NC1)C(=O)NN1C(N(CCC1)S(=O)(=O)NC(=O)N1C([C@H](C1)NC(OCC1=CC=CC=C1)=O)=O)=O)=O ((S)-[1-[[[[3-[[(1,4-Dihydro-5-hydroxy-4-oxo-2-pyridinyl)carbonyl]amino]tetrahydro-2-oxo-1(2H)-pyrimidinyl]sulfonyl]amino]carbonyl]-2-oxo-3-azetidinyl]carbamic acid, phenylmethyl ester). As a reaction SMILES: [CH3:17][CH2:18][OH:19].[N:2]1([CH2:5][CH2:6][CH2:7][CH2:8][O:9][c:10]2[n:11][cH:12][c:13]([Br:16])[cH:14][cH:15]2)[CH2:3][CH2:4]1.[SH2:1]>>[S:1]1[CH2:3][CH2:4][N:2]([CH2:5][CH2:6][CH2:7][CH2:8][O:9][c:10]2[n:11][cH:12][c:13]([Br:16])[cH:14][cH:15]2)[CH2:17]1. Yields the product Brc1ccc(OCCCCN2CCSC2)nc1. Starting materials: CCO, Brc1ccc(OCCCCN2CC2)nc1, S. The reactants are O (water), compound A, BrC1=CC=C(C=C1)C1=CC2=C(N(C3=CC=C(C=C23)C=2SC=C(N2)CCl)C)N(C1=O)C (3-(4-bromophenyl)-6-(4-chloromethylthiazol-2-yl)-1,9-dimethyl-1,9-dihydropyrido[2,3-b]indol-2-one), [N-]=[N+]=[N-].[Na+] (NaN3). The solvent is CS(=O)C (DMSO). Reaction conditions: temperature 45 celsius. Yields the product N(=[N+]=[N-])CC=1N=C(SC1)C=1C=C2C3=C(N(C2=CC1)C)N(C(C(=C3)C3=CC=C(C=C3)Br)=O)C (6-(4-Azidomethylthiazol-2-yl)-3-(4-bromophenyl)-1,9-dimethyl-1,9-dihydropyrido[2,3-b]indol-2-one). Reaction SMILES: [Br:1][C:2]1[CH:7]=[CH:6][C:5]([C:8]2[C:28](=[O:29])[N:27]([CH3:30])[C:11]3[N:12]([CH3:26])[C:13]4[C:18]([C:10]=3[CH:9]=2)=[CH:17][C:16]([C:19]2[S:20][CH:21]=[C:22]([CH2:24]Cl)[N:23]=2)=[CH:15][CH:14]=4)=[CH:4][CH:3]=1.[N-:31]=[N+:32]=[N-:33].[Na+].O>CS(C)=O>[N:31]([CH2:24][C:22]1[N:23]=[C:19]([C:16]2[CH:17]=[C:18]3[C:13](=[CH:14][CH:15]=2)[N:12]([CH3:26])[C:11]2[N:27]([CH3:30])[C:28](=[O:29])[C:8]([C:5]4[CH:6]=[CH:7][C:2]([Br:1])=[CH:3][CH:4]=4)=[CH:9][C:10]3=2)[S:20][CH:21]=1)=[N+:32]=[N-:33] |f:1.2|. Reported procedure: 400 mg (0.8 mmol) of compound A, 3-(4-bromophenyl)-6-(4-chloromethylthiazol-2-yl)-1,9-dimethyl-1,9-dihydropyrido[2,3-b]indol-2-one, are dissolved in 10 ml of DMSO. 160 mg (2.4 mmol) of NaN3 are added. The mixture is heated at 45° C. overnight. The mixture is allowed to return to ambient temperature. The reaction medium is poured into water, and the precipitate is filtered off and washed with water. The product is taken up in ethanol and evaporated to dryness. Starting materials: [N+](=O)([O-])[O-].[K+] (potassium nitrate), CC1(N=CC2=CC=CC=C2C1)C (3,4-dihydro-3,3-dimethyl isoquinoline), N (ammonia), resultant solution. The solvent is S(O)(O)(=O)=O (sulfuric acid), S(O)(O)(=O)=O (sulfuric acid). Conditions: temperature 60 celsius. Product: CC1(N=CC2=CC(=CC=C2C1)[N+](=O)[O-])C (3,4-Dihydro-3,3-dimethyl-7-nitroisoquinoline). Yield: 89.8%. Reaction SMILES: [N+:1]([O-:4])([O-])=[O:2].[K+].[CH3:6][C:7]1([CH3:17])[CH2:16][C:15]2[C:10](=[CH:11][CH:12]=[CH:13][CH:14]=2)[CH:9]=[N:8]1.N>S(=O)(=O)(O)O>[CH3:6][C:7]1([CH3:17])[CH2:16][C:15]2[C:10](=[CH:11][C:12]([N+:1]([O-:4])=[O:2])=[CH:13][CH:14]=2)[CH:9]=[N:8]1 |f:0.1|. Reported procedure: To a stirred solution of potassium nitrate (2.53 g) in sulfuric acid (14 ml ) at 0° C. was added dropwise a solution of 3,4-dihydro-3,3-dimethyl isoquinoline (3.68 g; 23 mmol) [prepared according to the procedure of T. J. N. Watson, J. Org. Chem., 1998, 63, 406] in sulfuric acid (13.5 ml). The resultant solution was stirred at room temperature for 1.5 h and then heated to 60° C. for 4.5 h. The solution was then cooled to room temperature, and poured on to ice.; 0.880 ammonia was added until the ... Reactants: C(=O)(N1C=NC=C1)N1C=NC=C1 (Carbonyldiimidazole), BrC1=CC(=C(C=C1)O)C=1NC2=CC=CC=C2C1 (4-bromo-2-(1H-indol-2-yl)phenol). The reagents and catalysts are CN(C)C=1C=CN=CC1 (DMAP). Solvent: ClCCl (dichloromethane), ClCCl (dichloromethane). Run at time 8 hour. The product is BrC=1C=CC2=C(C=3N(C=4C=CC=CC4C3)C(O2)=O)C1 (2-bromo-6H-benzo[5,6][1,3]oxazino[3,4-a]indol-6-one). Yield: 79.6%. RXN SMILES: [C:1](N1C=CN=C1)(N1C=CN=C1)=[O:2].[Br:13][C:14]1[CH:19]=[CH:18][C:17]([OH:20])=[C:16]([C:21]2[NH:22][C:23]3[C:28]([CH:29]=2)=[CH:27][CH:26]=[CH:25][CH:24]=3)[CH:15]=1>CN(C1C=CN=CC=1)C.ClCCl>[Br:13][C:14]1[CH:19]=[CH:18][C:17]2[O:20][C:1](=[O:2])[N:22]3[C:23]4[CH:24]=[CH:25][CH:26]=[CH:27][C:28]=4[CH:29]=[C:21]3[C:16]=2[CH:15]=1. Procedure details: Carbonyldiimidazole (490 mg, 2 mmol) and DMAP (50 mg) were added to a solution of 4-bromo-2-(1H-indol-2-yl)phenol (576 mg, 2 mmol) in 20 mL of dichloromethane and the resulting mixture was stirred at room temperature overnight. The mixture was diluted with dichloromethane, washed with water and brine, dried over Na2SO4, filtered, and concentrated in vacuo. Purification by flash chromatography on silica gel (hexane/EtOAc 20:1) provided 2-bromo-6H-benzo[5,6][1,3]oxazino[3,4-a]indol-6-one as light ... The reactants are CN1C(CN=C(C2=C1C=CC(=C2)[N+](=O)[O-])C2=CC=CC=C2)=O (1-methyl-5-phenyl-7-nitro-1,3-dihydro-2H-1,4-benzodiazepin-2-one), resultant solution, B#B (diborane), ice water, Cl (hydrochloric acid), N (ammonia). Run in O1CCCC1 (tetrahydrofuran). Reaction conditions: temperature -8 celsius, time 45 minute. Product: CN1CCN=C(C2=C1C=CC(=C2)[N+](=O)[O-])C2=CC=CC=C2 (1-methyl-5-phenyl-7-nitro-2,3-dihydro-1H-1,4-benzodiazepine). The yield is 95.0%. As a reaction SMILES: B#B.[CH3:3][N:4]1[C:10]2[CH:11]=[CH:12][C:13]([N+:15]([O-:17])=[O:16])=[CH:14][C:9]=2[C:8]([C:18]2[CH:23]=[CH:22][CH:21]=[CH:20][CH:19]=2)=[N:7][CH2:6][C:5]1=O.Cl.N>O1CCCC1>[CH3:3][N:4]1[C:10]2[CH:11]=[CH:12][C:13]([N+:15]([O-:17])=[O:16])=[CH:14][C:9]=2[C:8]([C:18]2[CH:19]=[CH:20][CH:21]=[CH:22][CH:23]=2)=[N:7][CH2:6][CH2:5]1. Procedure details: To a solution of 30 ml of 1.07 M diborane in tetrahydrofuran was added with stirring 1.48 g of 1-methyl-5-phenyl-7-nitro-1,3-dihydro-2H-1,4-benzodiazepin-2-one at -13° to -8° C, and the mixture was further stirred at -8° C for 1 hour and 45 minutes. The reaction mixture was poured into ice-water, and 20 ml of concentrated hydrochloric acid was added. The mixture was refluxed for one hour. After cooling, the resultant solution was neutralized with 28%-aqueous ammonia, and extracted with chlorofor... The reactants are NC1=NC=C(C=C1[N+](=O)[O-])Cl (2-amino-5-chloro-3-nitropyridine), O.O.[Sn](Cl)Cl (tin(II) chloride dihydrate), [BH4-].[Na+] (sodium borohydride), C(C)(=O)OCC (ethyl acetate). Run in CC(C)(C)O (2-methyl-2-propanol). Product: ClC=1C=C(C(=NC1)N)N (5-Chloro-2,3-diaminopyridine). As a reaction SMILES: [NH2:1][C:2]1[C:7]([N+:8]([O-])=O)=[CH:6][C:5]([Cl:11])=[CH:4][N:3]=1.O.O.[Sn](Cl)Cl.[BH4-].[Na+].C(OCC)(=O)C>CC(O)(C)C>[Cl:11][C:5]1[CH:6]=[C:7]([NH2:8])[C:2]([NH2:1])=[N:3][CH:4]=1 |f:1.2.3,4.5|. Procedure details: A procedure similar to that described in Preparation 42 was repeated, except that 12.5 g of 2-amino-5-chloro-3-nitropyridine (prepared as described in Preparation 61) 82.0 g of tin(II) chloride dihydrate, 1.35 g of sodium borohydride and 300 ml of a 9:1 by volume mixture of ethyl acetate and 2-methyl-2-propanol were used, to give the title compound as a crude product. This crude product was crystallized by trituration with a mixture of ethyl acetate and hexane, to give 8.14 g of the title compou... Starting materials: CO, [Na+], [OH-], OO, CC(=O)C(=Cc1ccccc1)c1ccncc1. The product is CC(=O)C1(c2ccncc2)OC1c1ccccc1. As a reaction SMILES: [CH3:22][OH:23].[Na+:21].[OH-:20].[OH:18][OH:19].[c:1]1([CH:7]=[C:8]([C:9]([CH3:10])=[O:11])[c:12]2[cH:13][cH:14][n:15][cH:16][cH:17]2)[cH:2][cH:3][cH:4][cH:5][cH:6]1>>[c:1]1([CH:7]2[C:8]([C:9]([CH3:10])=[O:11])([c:12]3[cH:13][cH:14][n:15][cH:16][cH:17]3)[O:18]2)[cH:2][cH:3][cH:4][cH:5][cH:6]1.